The task is: describe an organic reaction: reactants, conditions, products, and yield. This data is from the Open Reaction Database (ORD), a public repository of structured organic reaction records. Starting materials: CC(=O)C.OS(=O)(=O)O.O=[Cr](=O)=O (Jones reagent), C1OC2=C(C=O)C=CC=C2O1 (2-methylenedioxybenzaldehyde). Run in CC(=O)C (acetone). Reaction conditions: time 4 hour. Product: C1OC2=C(C(=O)O)C=CC=C2O1 (2-Methylenedioxybenzoic Acid). The yield is 1805.8%. RXN SMILES: CC(C)=[O:3].OS(O)(=O)=O.O=[Cr](=O)=O.[CH2:14]1[O:24][C:23]2[C:16](=[C:17]([CH:20]=[CH:21][CH:22]=2)[CH:18]=[O:19])[O:15]1>CC(C)=O>[CH2:14]1[O:24][C:23]2[C:16](=[C:17]([CH:20]=[CH:21][CH:22]=2)[C:18]([OH:3])=[O:19])[O:15]1 |f:0.1.2|. Procedure: Freshly prepared Jones reagent (0.2 mmol) was added dropwise (until a brown color persisted in the reaction) to a solution of 2-methylenedioxybenzaldehyde (1.0 g, 6.67 mmol) in 10 mL of acetone at 0° C. The reaction was completed after 4 hours at 0° C., and it was poured onto ethyl ether (20 mL). The ether solution was then washed with brine and extracted with 1N NaOH solution. The NaOH extract was acidified with concentration HCl, and product was extracted out with ether (3×10 mL). Ether layers... Reactants: N12C[C@H](C(CC1)CC2)OC2=NC=C(C=N2)C=2C=C1C=CNC1=CC2 (5-{2-[(3S)-1-azabicyclo[2.2.2]oct-3-yloxy]pyrimidin-5-yl}-1H-indole), C(\C=C\C(=O)O)(=O)O (fumaric acid). Solvent: CCOC(=O)C.CCO (EtOAc EtOH). The product is C(\C=C\C(=O)O)(=O)O.N12C[C@H](C(CC1)CC2)OC2=NC=C(C=N2)C=2C=C1C=CNC1=CC2.N21C[C@H](C(CC2)CC1)OC1=NC=C(C=N1)C=1C=C2C=CNC2=CC1 (5-{2-[(3S)-1-azabicyclo[2.2.2]oct-3-yloxy]pyrimidin-5-yl}-1H-indole hemifumarate). Reaction SMILES: [N:1]12[CH2:8][CH2:7][CH:4]([CH2:5][CH2:6]1)[C@H:3]([O:9][C:10]1[N:15]=[CH:14][C:13]([C:16]3[CH:17]=[C:18]4[C:22](=[CH:23][CH:24]=3)[NH:21][CH:20]=[CH:19]4)=[CH:12][N:11]=1)[CH2:2]2.[C:25]([OH:32])(=[O:31])/[CH:26]=[CH:27]/[C:28]([OH:30])=[O:29]>CCOC(C)=O.CCO>[C:25]([OH:32])(=[O:31])/[CH:26]=[CH:27]/[C:28]([OH:30])=[O:29].[N:1]12[CH2:6][CH2:5][CH:4]([CH2:7][CH2:8]1)[C@H:3]([O:9][C:10]1[N:15]=[CH:14][C:13]([C:16]3[CH:17]=[C:18]4[C:22](=[CH:23][CH:24]=3)[NH:21][CH:20]=[CH:19]4)=[CH:12][N:11]=1)[CH2:2]2.[N:1]12[CH2:6][CH2:5][CH:4]([CH2:7][CH2:8]1)[C@H:3]([O:9][C:10]1[N:15]=[CH:14][C:13]([C:16]3[CH:17]=[C:18]4[C:22](=[CH:23][CH:24]=3)[NH:21][CH:20]=[CH:19]4)=[CH:12][N:11]=1)[CH2:2]2 |f:2.3,4.5.6|. Procedure details: The product of Example 13F (120 mg, 0.38 mmol) was treated with fumaric acid (44 mg, 0.38 mmol) in EtOAc/EtOH (v. 1:1, 10 mL). The title compound was obtained as solid (123 mg, yield, 84%). 1H NMR (300 MHz, CD3OD) δ 1.75–2.13 (m, 3H), 2.22–2.37 (m, 1H), 2.46–2.54 (m, 1H), 3.03–3.45 (m, 5H), 3.68–3.79 (m, 1H), 5.30–5.38 (m, 1H), 6.52 (dd, J=3.1, 1.1 Hz, 1H), 6.67 (s, 1.2H), 7.30 (d, J=3.1 Hz, 1H), 7.35 (dd, J=8.5, 1.7 Hz, 1H), 7.51 (dt, J=8.5, 0.7 Hz, 1H), 7.80 (dd, J=1.7, 0.7 Hz, 1H), 8.82 (s, 2... Yields the product CCC(=O)OCOC(=O)C1=C(COC(C)=O)CSC2C(NC(=O)C(C(=O)O)c3ccc(CCl)cc3)C(=O)N12. Starting materials: CCC(=O)OCOC(=O)C1=C(COC(C)=O)CSC2C(N)C(=O)N12, ClCCl, CCCO, O=C(O)C(C(=O)O)c1ccc(CCl)cc1. As a reaction SMILES: [C:16]([CH2:17][CH3:18])(=[O:19])[O:20][CH2:21][O:22][C:23](=[O:24])[C:25]1=[C:32]([CH2:33][O:34][C:35]([CH3:36])=[O:37])[CH2:31][S:30][CH:29]2[N:26]1[C:27](=[O:39])[CH:28]2[NH2:38].[CH2:40]([Cl:41])[Cl:42].[CH2:43]([OH:44])[CH2:45][CH3:46].[Cl:1][CH2:2][c:3]1[cH:4][cH:5][c:6]([CH:9]([C:10](=[O:11])[OH:12])[C:13](=[O:14])[OH:15])[cH:7][cH:8]1>>[Cl:1][CH2:2][c:3]1[cH:4][cH:5][c:6]([CH:9]([C:10](=[O:11])[OH:12])[C:13](=[O:15])[NH:38][CH:28]2[C:27](=[O:39])[N:26]3[C:25]([C:23]([O:22][CH2:21][O:20][C:16]([CH2:17][CH3:18])=[O:19])=[O:24])=[C:32]([CH2:33][O:34][C:35]([CH3:36])=[O:37])[CH2:31][S:30][CH:29]32)[cH:7][cH:8]1. Reactants: C1(=CN2CCCC3=CC=CC1=C23)[C@@H]2C(NC([C@H]2C2=CNC3=CC=CC=C23)=O)=O ((±)-Trans-3-(5,6-dihydro-4H-pyrrolo[3,2,1-ij]quinolin-1-yl)-4(1H-indol-3-yl)pyrrolidine-2,5-dione), C[O-].[Na+] (sodium methoxide), C(C=C)N1C=CC2=CC=CC(=C12)Br (1-allyl-7-bromo-1H-indole), C(=O)(C(=O)Cl)Cl ((COCl)2). Run in ClCCl (dichloromethane). The product is COC(C(=O)C1=CN(C2=C(C=CC=C12)Br)CC=C)=O ((1-allyl-7-bromo-1H-indol-3-yl)-oxo-acetic acid methyl ester). Reaction SMILES: C1([C@H]2[C@H](C3C4C(=CC=CC=4)NC=3)C(=O)NC2=O)C2=C3C(=CC=C2)CCCN3C=1.[CH2:29]([N:32]1[C:40]2[C:35](=[CH:36][CH:37]=[CH:38][C:39]=2[Br:41])[CH:34]=[CH:33]1)[CH:30]=[CH2:31].[C:42](Cl)([C:44](Cl)=[O:45])=[O:43].[CH3:48][O-:49].[Na+]>ClCCl>[CH3:48][O:49][C:44](=[O:45])[C:42]([C:34]1[C:35]2[C:40](=[C:39]([Br:41])[CH:38]=[CH:37][CH:36]=2)[N:32]([CH2:29][CH:30]=[CH2:31])[CH:33]=1)=[O:43] |f:3.4|. Procedure: (±)-Trans-3-(5,6-dihydro-4H-pyrrolo[3,2,1-ij]quinolin-1-yl)-4(1H-indol-3-yl)pyrrolidine-2,5-dione may be prepared by reacting 1-allyl-7-bromo-1H-indole with (COCl)2 (oxalyl chloride) and sodium methoxide in a polar aprotic solvent such as dichloromethane to yield (1-allyl-7-bromo-1H-indol-3-yl)-oxo-acetic acid methyl ester, which is subsequently reacted with 2-(1H-indol-3-yl)-acetamide and tBuOK (potassium tert-butoxide) in THF to yield 3-(1-allyl-7-bromo-1H-indol-3-yl)-4-(1H-indol-3-yl)-pyrrole... The reactants are FC1=C(C=C2C(C(=CN(C2=C1)[C@H](CO)C(C)C)C(=O)OCC)=O)I ((S)-Ethyl 7-fluoro-1-(1-hydroxy-3-methylbutan-2-yl)-6-iodo-4-oxo-1,4-dihydroquinoline-3-carboxylate), N1=CC=CC=C1 (pyridine), ClC(=O)OC (methyl chloroformate), N1=CC=CC=C1 (pyridine), ClC(=O)OC (methyl chloroformate), FC1=C(C=C2C(C(=CN(C2=C1)[C@H](CO)C(C)C)C(=O)OCC)=O)I ((S)-Ethyl 7-fluoro-1-(1-hydroxy-3-methylbutan-2-yl)-6-iodo-4-oxo-1,4-dihydroquinoline-3-carboxylate). Run in C(Cl)(Cl)Cl (chloroform), C(Cl)(Cl)Cl (chloroform). Reaction conditions: temperature 0 celsius, time 1 hour. Product: FC1=C(C=C2C(C(=CN(C2=C1)[C@H](COC(=O)OC)C(C)C)C(=O)OCC)=O)I ((S)-Ethyl 7-fluoro-6-iodo-1-(1-(methoxycarbonyloxy)-3-methylbutan-2-yl)-4-oxo-1,4-dihydroquinoline-3-carboxylate). Reaction SMILES: [F:1][C:2]1[CH:11]=[C:10]2[C:5]([C:6](=[O:23])[C:7]([C:18]([O:20][CH2:21][CH3:22])=[O:19])=[CH:8][N:9]2[C@@H:12]([CH:15]([CH3:17])[CH3:16])[CH2:13][OH:14])=[CH:4][C:3]=1[I:24].N1C=CC=CC=1.Cl[C:32]([O:34][CH3:35])=[O:33]>C(Cl)(Cl)Cl>[F:1][C:2]1[CH:11]=[C:10]2[C:5]([C:6](=[O:23])[C:7]([C:18]([O:20][CH2:21][CH3:22])=[O:19])=[CH:8][N:9]2[C@@H:12]([CH:15]([CH3:16])[CH3:17])[CH2:13][O:14][C:32]([O:34][CH3:35])=[O:33])=[CH:4][C:3]=1[I:24]. Procedure: To a solution of 16 (13.4 g, 29.9 mmol) and pyridine (9.7 mL, 120 mmol) in anhydrous chloroform (60 mL) at 0° C. was added dropwise a solution of methyl chloroformate (9.2 mL, 120 mmol) in chloroform (30 mL). The mixture was stirred 1 h at 0° C., and then was washed with 2 N HCl (2×60 mL). The organic phase was dried over Na2SO4, filtered and concentrated under reduced pressure to give a yellow oil. The oil (mixture of 16 and 17) was treated with pyridine (5 mL, 62 mmol) and methyl chloroformate... The reactants are C=CCN, CN1CCOCC1, CC#N, [Cl-], O=C(O)c1ccccc1I. Yields the product C=CCNC(=O)c1ccccc1I. As a reaction SMILES: [CH2:8]([CH:9]=[CH2:10])[NH2:11].[CH3:1][N:2]1[CH2:3][CH2:4][O:5][CH2:6][CH2:7]1.[CH3:23][C:24]#[N:25].[Cl-:12].[I:13][c:14]1[c:15]([C:16](=[O:17])[OH:18])[cH:19][cH:20][cH:21][cH:22]1>>[CH2:8]([CH:9]=[CH2:10])[NH:11][C:16]([c:15]1[c:14]([I:13])[cH:22][cH:21][cH:20][cH:19]1)=[O:17]. Starting materials: O=C([O-])[O-], COc1ccc(CNC(=O)c2ccc3c(c2)S(=O)(=O)NC(=O)N3C)cc1, CN(C)C=O, Cl, [Cs+], [Cs+], O=[N+]([O-])c1ccc(CBr)cc1. Product: COc1ccc(CNC(=O)c2ccc3c(c2)S(=O)(=O)N(Cc2ccc([N+](=O)[O-])cc2)C(=O)N3C)cc1. Reaction SMILES: [C:27](=[O:28])([O-:29])[O-:30].[CH3:1][O:2][c:3]1[cH:4][cH:5][c:6]([CH2:7][NH:8][C:9](=[O:10])[c:11]2[cH:12][c:13]3[c:14]([cH:23][cH:24]2)[N:15]([CH3:22])[C:16](=[O:21])[NH:17][S:18]3(=[O:19])=[O:20])[cH:25][cH:26]1.[CH3:44][N:45]([CH3:46])[CH:47]=[O:48].[ClH:49].[Cs+:31].[Cs+:32].[N+:33](=[O:34])([O-:35])[c:36]1[cH:37][cH:38][c:39]([CH2:40][Br:41])[cH:42][cH:43]1>>[CH3:1][O:2][c:3]1[cH:4][cH:5][c:6]([CH2:7][NH:8][C:9](=[O:10])[c:11]2[cH:12][c:13]3[c:14]([cH:23][cH:24]2)[N:15]([CH3:22])[C:16](=[O:21])[N:17]([CH2:40][c:39]2[cH:38][cH:37][c:36]([N+:33](=[O:34])[O-:35])[cH:43][cH:42]2)[S:18]3(=[O:19])=[O:20])[cH:25][cH:26]1.